describe an organic reaction: reactants, conditions, products, and yield From a dataset of the Open Reaction Database (ORD), a public repository of structured organic reaction records. The reactants are CC(C)(C)OC(N)=O, CC(C)(C)NCC(O)CCN1c2ccccc2N(c2ccccc2)S1(=O)=O, ClCCl. Product: CC(C)(C)OC(N)=O, CC(C)(C)NCC(=O)CCN1c2ccccc2N(c2ccccc2)S1(=O)=O. RXN SMILES: [C:1]([CH3:2])([CH3:3])([CH3:4])[O:5][C:6]([NH2:7])=[O:8].[C:9]([CH3:10])([CH3:11])([CH3:12])[NH:13][CH2:14][CH:15]([CH2:16][CH2:17][N:18]1[S:19](=[O:33])(=[O:34])[N:20]([c:27]2[cH:28][cH:29][cH:30][cH:31][cH:32]2)[c:21]2[c:22]1[cH:23][cH:24][cH:25][cH:26]2)[OH:35].[Cl:36][CH2:37][Cl:38]>>[C:1]([CH3:2])([CH3:3])([CH3:4])[O:5][C:6]([NH2:7])=[O:8].[C:9]([CH3:10])([CH3:11])([CH3:12])[NH:13][CH2:14][C:15]([CH2:16][CH2:17][N:18]1[S:19](=[O:33])(=[O:34])[N:20]([c:27]2[cH:28][cH:29][cH:30][cH:31][cH:32]2)[c:21]2[c:22]1[cH:23][cH:24][cH:25][cH:26]2)=[O:35].